Dataset: the Open Reaction Database (ORD), a public repository of structured organic reaction records. Task: describe an organic reaction: reactants, conditions, products, and yield Reactants: aqueous solution, [I-].C[N+](C)(C)CC1=C(N=C2N1C=CC=C2)C2=C1C=CC(NC1=C(C=C2)OC)=O (5-{3-trimethylammoniomethylimidazo[1,2-a]pyridine-2-yl}-8-methoxycarbostyril iodide), [C-]#N.[Na+] (sodium cyanide). The solvent is O (water). The product is C(#N)CC1=C(N=C2N1C=CC=C2)C2=C1C=CC(NC1=C(C=C2)OC)=O (5-{3-cyanomethylimidazo[1,2-a]pyridine-2-yl}-8-methoxycarbostyril). Isolated yield 28.7%. As a reaction SMILES: [I-].C[N+]([CH2:6][C:7]1[N:11]2[CH:12]=[CH:13][CH:14]=[CH:15][C:10]2=[N:9][C:8]=1[C:16]1[CH:25]=[CH:24][C:23]([O:26][CH3:27])=[C:22]2[C:17]=1[CH:18]=[CH:19][C:20](=[O:28])[NH:21]2)(C)C.[C-:29]#[N:30].[Na+]>O>[C:29]([CH2:6][C:7]1[N:11]2[CH:12]=[CH:13][CH:14]=[CH:15][C:10]2=[N:9][C:8]=1[C:16]1[CH:25]=[CH:24][C:23]([O:26][CH3:27])=[C:22]2[C:17]=1[CH:18]=[CH:19][C:20](=[O:28])[NH:21]2)#[N:30] |f:0.1,2.3|. Reported procedure: A solution of 5-{3-trimethylammoniomethylimidazo[1,2-a]pyridine-2-yl}-8-methoxycarbostyril iodide (4.39 g) in water (40 ml) was refluxed while adding dropwise 10 ml of an aqueous solution having dissolved therein 440 mg of sodium cyanide. After completion of addition, the mixture was reacted for 30 minutes and then allowed to cool. Crystals which precipitated were collected by filtration and isolated by passing through a silica gel column. The crude crystals thus formed were recrystallized from ... Starting materials: C1(\C=C/C(=O)O1)=O (maleic anhydride), C(CCCCCCCC)N (n-nonylamine), C=1(C(=CC=CC1)C)C (xylene), Teflon. Run in O (water), O (water). Reaction conditions: temperature 120 celsius. Product: C(CCCCCCCC)N1C(C=CC1=O)=O (N-(n-nonyl)-maleimide). As a reaction SMILES: [C:1]1(=[O:7])O[C:4](=[O:5])[CH:3]=[CH:2]1.[CH2:8]([NH2:17])[CH2:9][CH2:10][CH2:11][CH2:12][CH2:13][CH2:14][CH2:15][CH3:16].C1(C)C(C)=CC=CC=1>O>[CH2:8]([N:17]1[C:4](=[O:5])[CH:3]=[CH:2][C:1]1=[O:7])[CH2:9][CH2:10][CH2:11][CH2:12][CH2:13][CH2:14][CH2:15][CH3:16]. Procedure details: One equivalent each of maleic anhydride and n-nonylamine are charged into a 1 liter 3-neck round bottom glass flask containing 300 ml xylene, a reflux condenser with a Dean-Stark attachment, Teflon-coated magnetic stirring bar, and a thermometer. The contents are heated to 120° C. for about 15 hours, the reaction extent being monitored by the amount of water collected. After 1 equivalent of water is collected, the reaction solvent is flash distilled off. The absence of an infrared absorbance at ... Starting materials: NC1CCCC1, Clc1nnc(Cc2ccncc2)c2ccccc12, ClCCl, [Na+], O=C([O-])O. Yields the product c1ccc2c(NC3CCCC3)nnc(Cc3ccncc3)c2c1. Reaction SMILES: [CH:19]1([NH2:24])[CH2:20][CH2:21][CH2:22][CH2:23]1.[Cl:1][c:2]1[n:3][n:4][c:5]([CH2:12][c:13]2[cH:14][cH:15][n:16][cH:17][cH:18]2)[c:6]2[cH:7][cH:8][cH:9][cH:10][c:11]12.[Cl:30][CH2:31][Cl:32].[Na+:25].[OH:26][C:27](=[O:28])[O-:29]>>[c:2]1([NH:24][CH:19]2[CH2:20][CH2:21][CH2:22][CH2:23]2)[n:3][n:4][c:5]([CH2:12][c:13]2[cH:14][cH:15][n:16][cH:17][cH:18]2)[c:6]2[cH:7][cH:8][cH:9][cH:10][c:11]12. The reactants are N1(CCNCC1)C=1C=CC=2N(C1)C(=NN2)C(F)(F)F (6-(piperazin-1-yl)-3-(trifluoromethyl)-[1,2,4]triazolo[4,3-a]pyridine), FC(C=1C=C(C=O)C=CC1)(F)F (3-(trifluoromethyl)benzaldehyde). Yields the product FC(C1=NN=C2N1C=C(C=C2)N2CCN(CC2)CC2=CC(=CC=C2)C(F)(F)F)(F)F (3-(trifluoromethyl)-6-[4-[[3-(trifluoromethyl)phenyl]methyl]piperazin-1-yl]-[1,2,4]triazolo[4,3-a]pyridine). As a reaction SMILES: [N:1]1([C:7]2[CH:8]=[CH:9][C:10]3[N:11]([C:13]([C:16]([F:19])([F:18])[F:17])=[N:14][N:15]=3)[CH:12]=2)[CH2:6][CH2:5][NH:4][CH2:3][CH2:2]1.[F:20][C:21]([F:31])([F:30])[C:22]1[CH:23]=[C:24]([CH:27]=[CH:28][CH:29]=1)[CH:25]=O>>[F:19][C:16]([F:18])([F:17])[C:13]1[N:11]2[CH:12]=[C:7]([N:1]3[CH2:2][CH2:3][N:4]([CH2:25][C:24]4[CH:27]=[CH:28][CH:29]=[C:22]([C:21]([F:20])([F:30])[F:31])[CH:23]=4)[CH2:5][CH2:6]3)[CH:8]=[CH:9][C:10]2=[N:15][N:14]=1. Procedure: Reductive amination of 6-(piperazin-1-yl)-3-(trifluoromethyl)-[1,2,4]triazolo[4,3-a]pyridine with 3-(trifluoromethyl)benzaldehyde was carried out according to General Synthetic Method 9. The crude product was purified by hplc using a Waters XBridge Prep C18 OBD column, 5μ silica, 30 mm diameter, 100 mm length eluted with decreasingly polar mixtures of water (containing 0.1% aqueous ammonia) and acetonitrile as eluents to give 3-(trifluoromethyl)-6-[4-[[3-(trifluoromethyl)phenyl]methyl]piperazin-...